From a dataset of the Open Reaction Database (ORD), a public repository of structured organic reaction records. describe an organic reaction: reactants, conditions, products, and yield Starting materials: Cl.CC1(CNCC1)O (3-methylpyrrolidin-3-ol hydrochloride), C([O-])([O-])=O.[K+].[K+] (potassium carbonate), C1(=CC=CC=C1)C(Br)C1=CC=CC=C1 (diphenylbromomethane). The solvent is C(C)#N (acetonitrile), C(C)#N (acetonitrile). Conditions: time 12 hour. The product is C1(=CC=CC=C1)C(N1CC(CC1)(O)C)C1=CC=CC=C1 (1-(diphenylmethyl)-3-methylpyrrolidin-3-ol). Isolated yield 51.9%. As a reaction SMILES: Cl.[CH3:2][C:3]1([OH:8])[CH2:7][CH2:6][NH:5][CH2:4]1.C(=O)([O-])[O-].[K+].[K+].[C:15]1([CH:21]([C:23]2[CH:28]=[CH:27][CH:26]=[CH:25][CH:24]=2)Br)[CH:20]=[CH:19][CH:18]=[CH:17][CH:16]=1>C(#N)C>[C:15]1([CH:21]([C:23]2[CH:24]=[CH:25][CH:26]=[CH:27][CH:28]=2)[N:5]2[CH2:6][CH2:7][C:3]([CH3:2])([OH:8])[CH2:4]2)[CH:20]=[CH:19][CH:18]=[CH:17][CH:16]=1 |f:0.1,2.3.4|. Procedure details: To a reaction flask were added 3-methylpyrrolidin-3-ol hydrochloride (1 g, 7.2 mmol), anhydrous potassium carbonate (2.5 g, 18 mmol) and acetonitrile (50 L). To the resulting mixture was slowly added a solution of diphenylbromomethane (1.78 g, 7.2 mmol) in acetonitrile dropwisely at 85° C. The reaction was conducted for 12 hours. After the completion of reaction monitored by TLC, the resulting mixture was evaporated under reduced pressure to remove acetonitrile. To the residue was added a mixed ... Starting materials: ( 10 ), C1C[C@H]([C@@H]2[C@@H]([C@@H](CN2C1)O)O)O (swainsonine), S(C)C (Me2S), C1C[C@H]([C@@H]2[C@@H]([C@@H](CN2C1)O)O)O (swainsonine), ( 9 ), ( 10 ), C1C[C@H]([C@@H]2[C@@H]([C@@H](CN2C1)O)O)O (swainsonine). The product is CC1(O[C@@H]2COC(=O)[C@@H]2O1)C (2,3-O-isopropylidene-D-erythronolactone). Reaction SMILES: C1CN2[C@@H:4]([C@H:5]([OH:11])[C@H:6]([OH:10])C2)[C@H:3]([OH:12])C1.S(C)C>>[CH3:4][C:5]1([CH3:6])[O:11][C@@H:4]2[C@@H:5]([CH2:6][O:10][C:3]2=[O:12])[O:11]1. Procedure: Removal of the silyl protecting group from (5a) gave the diol (6), which was smoothly converted to the crystalline dimesylate (7). Selective displacement of the less hindered mesylate of (7) with sodium azide afforded (8). Palladium-catalyzed hydrogenolysis of (8) to the amine followed by filtration of the catalyst and treatment of the filtrate with sodium methoxide caused cyclization to the known crystalline bicyclic lactam (9) in 75% yield. Reduction of (9) with borane-methyl sulfide complex g... The product is N#CCCSc1nnc(S)s1. Starting materials: N#CCCBr, CCO, Sc1nnc(S)s1. Reaction SMILES: [Br:8][CH2:9][CH2:10][C:11]#[N:12].[CH3:13][CH2:14][OH:15].[SH:1][c:2]1[s:3][c:4]([SH:7])[n:5][n:6]1>>[S:1]([c:2]1[s:3][c:4]([SH:7])[n:5][n:6]1)[CH2:9][CH2:10][C:11]#[N:12]. Reactants: CCO, O=Cc1ccccc1, [H][H], NCCCCO. The product is OCCCCNCc1ccccc1. As a reaction SMILES: [CH3:17][CH2:18][OH:19].[CH:7](=[O:8])[c:9]1[cH:10][cH:11][cH:12][cH:13][cH:14]1.[H:15][H:16].[NH2:1][CH2:2][CH2:3][CH2:4][CH2:5][OH:6]>>[NH:1]([CH2:2][CH2:3][CH2:4][CH2:5][OH:6])[CH2:7][c:9]1[cH:10][cH:11][cH:12][cH:13][cH:14]1.